Dataset: the Open Reaction Database (ORD), a public repository of structured organic reaction records. Task: describe an organic reaction: reactants, conditions, products, and yield Reactants: COC(=O)C1=C(N=C(NC1C1=CC(=C(C=C1)F)F)OC)C (6-(3,4-Difluorophenyl)-2-methoxy-4-methyl-1,6-dihydro-pyrimidine-5-carboxylic acid methyl ester), CI (methyliodide), oil, [H-].[Na+] (NaH). The solvent is CN(C)C=O (DMF), CN(C)C=O (DMF), CN(C)C=O (DMF). Run at time 30 minute. Yields the product COC(=O)C1=C(N=C(N(C1C1=CC(=C(C=C1)F)F)C)OC)C (6-(3,4-difluorophenyl)-2-methoxy-1,4-dimethyl-1,6-dihydro-pyrimidine-5-carboxylic acid methyl ester), COC(=O)C=1C(N=C(N(C1C)C)OC)C1=CC(=C(C=C1)F)F (4-(3,4-difluorophenyl)-2-methoxy-1,6-dimethyl-1,4-dihydro-pyrimidine-5-carboxylic acid methyl ester). Reaction SMILES: [H-].[Na+].[CH3:3][O:4][C:5]([C:7]1[CH:12]([C:13]2[CH:18]=[CH:17][C:16]([F:19])=[C:15]([F:20])[CH:14]=2)[NH:11][C:10]([O:21][CH3:22])=[N:9][C:8]=1[CH3:23])=[O:6].[CH3:24]I>CN(C=O)C>[CH3:3][O:4][C:5]([C:7]1[CH:12]([C:13]2[CH:18]=[CH:17][C:16]([F:19])=[C:15]([F:20])[CH:14]=2)[N:11]([CH3:24])[C:10]([O:21][CH3:22])=[N:9][C:8]=1[CH3:23])=[O:6].[CH3:3][O:4][C:5]([C:7]1[CH:12]([C:13]2[CH:18]=[CH:17][C:16]([F:19])=[C:15]([F:20])[CH:14]=2)[N:11]=[C:10]([O:21][CH3:22])[N:9]([CH3:24])[C:8]=1[CH3:23])=[O:6] |f:0.1|. Procedure: To a suspension of a 60% oil dispersion of NaH (96 mg, 2.2 mmol) in DMF (3 ml) at 0° C. was added a DMF solution (5 ml) of (+6-(3,4-Difluorophenyl)-2-methoxy-4-methyl-1,6-dihydro-pyrimidine-5-carboxylic acid methyl ester (592 mg, 2.0 mmol, [αD]=+28°). After the mixture was stirred 30 min, a DMF solution (2 ml) of methyliodide (312 mg, 2.2 mmol) was added and the reaction stirred at room temperature for 45 min. The DMF was removed in vacuo, the residue treated with water and extracted with ethyl ...